From a dataset of the Open Reaction Database (ORD), a public repository of structured organic reaction records. describe an organic reaction: reactants, conditions, products, and yield The reactants are C(C)(=O)N1C=CC(C=C1)(C1=CC=CC=C1)C(C)=O (1,4-diacetyl 4-phenyl 1,4-dihydropyridine), [H][H] (hydrogen). The reagents and catalysts are [Pd] (Palladium/carbon). Run in CO (methanol). Yields the product C(C)(=O)N1CCC(CC1)(C1=CC=CC=C1)C(C)=O (1,4 diacetyl 4-phenyl piperidine). As a reaction SMILES: [C:1]([N:4]1[CH:9]=[CH:8][C:7]([C:16](=[O:18])[CH3:17])([C:10]2[CH:15]=[CH:14][CH:13]=[CH:12][CH:11]=2)[CH:6]=[CH:5]1)(=[O:3])[CH3:2].[H][H]>CO.[Pd]>[C:1]([N:4]1[CH2:5][CH2:6][C:7]([C:16](=[O:18])[CH3:17])([C:10]2[CH:15]=[CH:14][CH:13]=[CH:12][CH:11]=2)[CH2:8][CH2:9]1)(=[O:3])[CH3:2]. Reported procedure: 1.2 grams of 1,4-Diacetyl 4-phenyl 1,4-dihydropyridine from Example 1 was dissolved in methanol (100 ml) and subjected to hydrogenation in an autoclave in presence of Palladium/carbon (10%) at 60° C. with hydrogen pressure of 5-6 kg for 10 hrs. Thin layer chromatography showed the completion of the reduction. The reaction mixture was cooled to room temperature and filtered to remove palladium/carbon. The filtrate was concentrated completely and the product was precipitated using chilled isopropy... Starting materials: C[Si](C)(C)[N-][Si](C)(C)C, [Cl-], COC(C)C#Cc1cc(Cl)c(N)c2c1OCO2, COc1cc2c(Cl)ncnc2cc1OCCCN1CCOCC1, [NH4+], [Na+], C1CCOC1, CN(C)C=O. The product is COc1cc2c(Nc3c(Cl)cc(C#CC(C)OC)c4c3OCO4)ncnc2cc1OCCCN1CCOCC1. Reaction SMILES: [CH3:1][Si:2]([N-:3][Si:4]([CH3:5])([CH3:6])[CH3:7])([CH3:8])[CH3:9].[Cl-:61].[Cl:16][c:17]1[c:18]([NH2:32])[c:19]2[c:20]([c:24]([C:26]#[C:27][CH:28]([CH3:29])[O:30][CH3:31])[cH:25]1)[O:21][CH2:22][O:23]2.[Cl:33][c:34]1[n:35][cH:36][n:37][c:38]2[cH:39][c:40]([O:46][CH2:47][CH2:48][CH2:49][N:50]3[CH2:51][CH2:52][O:53][CH2:54][CH2:55]3)[c:41]([O:44][CH3:45])[cH:42][c:43]12.[NH4+:62].[Na+:10].[O:11]1[CH2:12][CH2:13][CH2:14][CH2:15]1.[O:56]=[CH:57][N:58]([CH3:59])[CH3:60]>>[Cl:16][c:17]1[c:18]([NH:32][c:34]2[n:35][cH:36][n:37][c:38]3[cH:39][c:40]([O:46][CH2:47][CH2:48][CH2:49][N:50]4[CH2:51][CH2:52][O:53][CH2:54][CH2:55]4)[c:41]([O:44][CH3:45])[cH:42][c:43]23)[c:19]2[c:20]([c:24]([C:26]#[C:27][CH:28]([CH3:29])[O:30][CH3:31])[cH:25]1)[O:21][CH2:22][O:23]2.